Dataset: the Open Reaction Database (ORD), a public repository of structured organic reaction records. Task: describe an organic reaction: reactants, conditions, products, and yield Reaction SMILES: [Br:1][c:2]1[cH:3][c:4]([CH2:10][CH2:11][C:12](=[O:13])[O:14][CH3:15])[cH:5][cH:6][c:7]1[O:8][CH3:9].[CH3:28][C:29]([O:30][C:31](=[O:32])[CH3:33])=[O:34].[K+:16].[Na+:27].[O-:17][N+:18]([O-:19])=[O:20].[OH-:26].[S:21](=[O:22])(=[O:23])([OH:24])[OH:25]>>[Br:1][c:2]1[cH:3][c:4]([CH2:10][CH2:11][C:12](=[O:13])[O:14][CH3:15])[cH:5][c:6]([N+:18](=[O:17])[O-:19])[c:7]1[O:8][CH3:9]. Product: COC(=O)CCc1cc(Br)c(OC)c([N+](=O)[O-])c1. The reactants are COC(=O)CCc1ccc(OC)c(Br)c1, CC(=O)OC(C)=O, [K+], [Na+], O=[N+]([O-])[O-], [OH-], O=S(=O)(O)O. Reactants: C(C)(C)N(C(C)C)CC (N,N-diisopropylethylamine), C(C)(=O)Cl (acetyl chloride), C(C)(C)N(C(C)C)CC (N,N-diisopropylethylamine), C(C)(=O)Cl (acetyl chloride), Cl (hydrochloric acid), C(C)(=O)OCC (ethyl acetate), NC1=NC=CC(=C1)C1=CC=C(C=C1)C (2-Amino-4-(4-methylphenyl)pyridine). Run in CO (Methanol), ClCCl (dichloromethane). Reaction conditions: time 18 hour. The product is C(C)(=O)N(C1=NC=CC(=C1)C1=CC=C(C=C1)C)C(C)=O (2-Diacetylamino-4-(4-methylphenyl)pyridine). Yield: 75.0%. As a reaction SMILES: [NH2:1][C:2]1[CH:7]=[C:6]([C:8]2[CH:13]=[CH:12][C:11]([CH3:14])=[CH:10][CH:9]=2)[CH:5]=[CH:4][N:3]=1.C(N(CC)C(C)C)(C)C.[C:24](Cl)(=[O:26])[CH3:25].Cl.[C:29](OCC)(=[O:31])[CH3:30]>ClCCl.CO>[C:24]([N:1]([C:29](=[O:31])[CH3:30])[C:2]1[CH:7]=[C:6]([C:8]2[CH:13]=[CH:12][C:11]([CH3:14])=[CH:10][CH:9]=2)[CH:5]=[CH:4][N:3]=1)(=[O:26])[CH3:25]. Procedure: 2-Amino-4-(4-methylphenyl)pyridine (1.27 g) was dissolved in dichloromethane (50 ml). Under ice cooling, N,N-diisopropylethylamine (1.80 ml) and acetyl chloride (735 μl) were successively added dropwise to the resulting solution. After heating to room temperature, the reaction mixture was added again with N,N-diisopropylethylamine (0.90 ml) and acetyl chloride (800 μl). The mixture was stirred for 18 hours. Methanol was added to the reaction mixture. Dilute hydrochloric acid and ethyl acetate we... Starting materials: COC(=O)c1ccc2c(c1)CC(C)(C)C(c1cccc(S(=O)(=O)NC3CCN(C)C3)c1)=N2, CO, C1CCOC1. The product is COC(=O)c1ccc2c(c1)CC(C)(C)C(c1cccc(S(=O)(=O)NC3CCN(C)C3)c1)N2. As a reaction SMILES: [CH3:1][C:2]1([CH3:32])[C:3]([c:16]2[cH:17][c:18]([S:22]([NH:23][CH:24]3[CH2:25][N:26]([CH3:29])[CH2:27][CH2:28]3)(=[O:30])=[O:31])[cH:19][cH:20][cH:21]2)=[N:4][c:5]2[cH:6][cH:7][c:8]([C:12](=[O:13])[O:14][CH3:15])[cH:9][c:10]2[CH2:11]1.[CH3:33][OH:34].[O:35]1[CH2:36][CH2:37][CH2:38][CH2:39]1>>[CH3:1][C:2]1([CH3:32])[CH:3]([c:16]2[cH:17][c:18]([S:22]([NH:23][CH:24]3[CH2:25][N:26]([CH3:29])[CH2:27][CH2:28]3)(=[O:30])=[O:31])[cH:19][cH:20][cH:21]2)[NH:4][c:5]2[cH:6][cH:7][c:8]([C:12](=[O:13])[O:14][CH3:15])[cH:9][c:10]2[CH2:11]1. Reactants: [Al+3], CSC(SC)C1(O)OC(COCc2ccccc2)C(OCc2ccccc2)C(OCc2ccccc2)C1OCc1ccccc1, CO, ClC(Cl)Cl, [H-], [H-], [H-], [H-], [Li+], C1CCOC1. Yields the product CSC(SC)C(O)C(OCc1ccccc1)C(OCc1ccccc1)C(OCc1ccccc1)C(O)COCc1ccccc1. RXN SMILES: [Al+3:47].[CH2:1]([c:2]1[cH:3][cH:4][cH:5][cH:6][cH:7]1)[O:8][CH:9]1[C:10]([OH:11])([CH:41]([S:42][CH3:43])[S:44][CH3:45])[O:12][CH:13]([CH2:32][O:33][CH2:34][c:35]2[cH:36][cH:37][cH:38][cH:39][cH:40]2)[CH:14]([O:24][CH2:25][c:26]2[cH:27][cH:28][cH:29][cH:30][cH:31]2)[CH:15]1[O:16][CH2:17][c:18]1[cH:19][cH:20][cH:21][cH:22][cH:23]1.[CH3:52][OH:53].[Cl:54][CH:55]([Cl:56])[Cl:57].[H-:46].[H-:49].[H-:50].[H-:51].[Li+:48].[O:58]1[CH2:59][CH2:60][CH2:61][CH2:62]1>>[CH2:1]([c:2]1[cH:3][cH:4][cH:5][cH:6][cH:7]1)[O:8][CH:9]([CH:10]([OH:11])[CH:41]([S:42][CH3:43])[S:44][CH3:45])[CH:15]([CH:14]([CH:13]([OH:12])[CH2:32][O:33][CH2:34][c:35]1[cH:36][cH:37][cH:38][cH:39][cH:40]1)[O:24][CH2:25][c:26]1[cH:27][cH:28][cH:29][cH:30][cH:31]1)[O:16][CH2:17][c:18]1[cH:19][cH:20][cH:21][cH:22][cH:23]1. The reactants are CC1=CC=C(C=C1)C(O)(C1CCN(CC1)CC1=CC=CC=C1)C1=CC=C(C=C1)C (α,α-bis(4-methylphenyl)-1-(phenylmethyl)-4-piperidinemethanol). Reagents/catalysts: [Pd] (palladium on carbon). Run in C(C)O (ethanol). Yields the product CC1=CC=C(C=C1)C(O)(C1CCNCC1)C1=CC=C(C=C1)C (α,α-Bis(4-methylphenyl)-4-piperidinemethanol). The yield is 59.9%. RXN SMILES: [CH3:1][C:2]1[CH:7]=[CH:6][C:5]([C:8]([C:23]2[CH:28]=[CH:27][C:26]([CH3:29])=[CH:25][CH:24]=2)([CH:10]2[CH2:15][CH2:14][N:13](CC3C=CC=CC=3)[CH2:12][CH2:11]2)[OH:9])=[CH:4][CH:3]=1>C(O)C.[Pd]>[CH3:1][C:2]1[CH:3]=[CH:4][C:5]([C:8]([C:23]2[CH:24]=[CH:25][C:26]([CH3:29])=[CH:27][CH:28]=2)([CH:10]2[CH2:15][CH2:14][NH:13][CH2:12][CH2:11]2)[OH:9])=[CH:6][CH:7]=1. Procedure: A solution of 38.5 g (0.1 mole) of α,α-bis(4-methylphenyl)-1-(phenylmethyl)-4-piperidinemethanol in 500 ml of absolute ethanol was hydrogenated at 50 psi and 60° C. over 1 tsp of 5% palladium on carbon in a Parr apparatus for 3 days. The cooled mixture was filtered through Celite® and the filtrate was concentrated under reduced pressure to give a glass as residue. The glass was crystallized from 2-propanol to yield 17.7 g (60%) of the title compound as a white solid, mp 150°-153° C.